From a dataset of the Open Reaction Database (ORD), a public repository of structured organic reaction records. describe an organic reaction: reactants, conditions, products, and yield The product is COC(=O)CC1CCc2c1ccc(OS(=O)(=O)C(F)(F)F)c2C. RXN SMILES: [Cl:38][CH2:39][Cl:40].[F:7][C:8]([F:9])([F:10])[S:11](=[O:12])(=[O:13])[O:14][S:15]([C:16]([F:17])([F:18])[F:19])(=[O:20])=[O:21].[OH:22][c:23]1[c:24]([CH3:37])[c:25]2[c:29]([cH:30][cH:31]1)[CH:28]([CH2:32][C:33](=[O:34])[O:35][CH3:36])[CH2:27][CH2:26]2.[cH:1]1[cH:2][cH:3][n:4][cH:5][cH:6]1>>[F:7][C:8]([F:9])([F:10])[S:11](=[O:12])(=[O:13])[O:14][c:23]1[c:24]([CH3:37])[c:25]2[c:29]([cH:30][cH:31]1)[CH:28]([CH2:32][C:33](=[O:34])[O:35][CH3:36])[CH2:27][CH2:26]2. Starting materials: ClCCl, O=S(=O)(OS(=O)(=O)C(F)(F)F)C(F)(F)F, COC(=O)CC1CCc2c1ccc(O)c2C, c1ccncc1.